describe an organic reaction: reactants, conditions, products, and yield From a dataset of the Open Reaction Database (ORD), a public repository of structured organic reaction records. Starting materials: NC1=CC=C(C(=O)OCCOC(CC[C@@H](C(=O)O)N2C3=CC=CC=C3C=3C=CC=CC23)=O)C=C1 ((S)-5-(2-(4-aminobenzoyloxy)ethoxy)-2-(9H-carbazol-9-yl)-5-oxopentanoic acid), Cl (HCl), N(=O)[O-].[Na+] (NaNO2), [N-]=[N+]=[N-].[Na+] (NaN3). The solvent is CC(=O)C (acetone), O (water), O (water). Reaction conditions: time 5 minute. The product is N(=[N+]=[N-])C1=CC=C(C(=O)OCCOC(CC[C@@H](C(=O)O)N2C3=CC=CC=C3C=3C=CC=CC23)=O)C=C1 ((S)-5-(2-(4-azidobenzoyloxy)ethoxy)-2-(9H-carbazol-9-yl)-5-oxopentanoic acid). Isolated yield 84.2%. RXN SMILES: [NH2:1][C:2]1[CH:34]=[CH:33][C:5]([C:6]([O:8][CH2:9][CH2:10][O:11][C:12](=[O:32])[CH2:13][CH2:14][C@H:15]([N:19]2[C:31]3[CH:30]=[CH:29][CH:28]=[CH:27][C:26]=3[C:25]3[C:20]2=[CH:21][CH:22]=[CH:23][CH:24]=3)[C:16]([OH:18])=[O:17])=[O:7])=[CH:4][CH:3]=1.Cl.N([O-])=O.[Na+].[N-:40]=[N+:41]=[N-].[Na+]>CC(C)=O.O>[N:1]([C:2]1[CH:3]=[CH:4][C:5]([C:6]([O:8][CH2:9][CH2:10][O:11][C:12](=[O:32])[CH2:13][CH2:14][C@H:15]([N:19]2[C:20]3[CH:21]=[CH:22][CH:23]=[CH:24][C:25]=3[C:26]3[C:31]2=[CH:30][CH:29]=[CH:28][CH:27]=3)[C:16]([OH:18])=[O:17])=[O:7])=[CH:33][CH:34]=1)=[N+:40]=[N-:41] |f:2.3,4.5|. Procedure details: To a stirred solution of 25 (0.38 g, 0.83 mmol) in acetone (8 mL) was added 5% HCl (8 mL) at 0° C. and the solution was stiffed for 5 min NaNO2 (0.70 g, 1.0 mmol) in 1 mL water was added dropwise to the above solution causing an immediate color change from colorless to orange. After 20 min of stiffing at 0° C., NaN3 (0.107 g, 1.65 mmol) in 1 mL water was added dropwise to the reaction mixture causing an immediate color changed from orange to colorless to pale yellow. The reaction mixture was sti... Reactants: CO, COC(=O)C=Cc1nccn1C. The product is COC(=O)CCc1nccn1C. Reaction SMILES: [CH3:13][OH:14].[CH3:1][O:2][C:3]([CH:4]=[CH:5][c:6]1[n:7]([CH3:11])[cH:8][cH:9][n:10]1)=[O:12]>>[CH3:1][O:2][C:3]([CH2:4][CH2:5][c:6]1[n:7]([CH3:11])[cH:8][cH:9][n:10]1)=[O:12].